This data is from the Open Reaction Database (ORD), a public repository of structured organic reaction records. The task is: describe an organic reaction: reactants, conditions, products, and yield Reactants: C1(=CC=C(C=C1)S(=O)(=O)OCCNS(=O)(=O)C=1C=2C=CC=NC2C(=CC1)Cl)C (N-(2-paratoluenesulfonyloxyethyl)-8-chloro-5-quinolinesulfonamide), C1OC=2C=C(CN)C=CC2O1 (3,4-methylenedioxybenzylamine). Run in O1CCCC1 (tetrahydrofuran). The product is C1OC=2C=C(CNCCNS(=O)(=O)C=3C=4C=CC=NC4C(=CC3)Cl)C=CC2O1 (N-[2-(3,4-methylenedioxybenzylamino)ethyl]-8-chloro-5-quinolinesulfonamide). Isolated yield 56.9%. Reaction SMILES: C1(C)C=CC(S(O[CH2:11][CH2:12][NH:13][S:14]([C:17]2[C:18]3[CH:19]=[CH:20][CH:21]=[N:22][C:23]=3[C:24]([Cl:27])=[CH:25][CH:26]=2)(=[O:16])=[O:15])(=O)=O)=CC=1.[CH2:29]1[O:39][C:38]2[CH:37]=[CH:36][C:33]([CH2:34][NH2:35])=[CH:32][C:31]=2[O:30]1>O1CCCC1>[CH2:29]1[O:39][C:38]2[CH:37]=[CH:36][C:33]([CH2:34][NH:35][CH2:11][CH2:12][NH:13][S:14]([C:17]3[C:18]4[CH:19]=[CH:20][CH:21]=[N:22][C:23]=4[C:24]([Cl:27])=[CH:25][CH:26]=3)(=[O:15])=[O:16])=[CH:32][C:31]=2[O:30]1. Procedure: 3.32 g of N-(2-paratoluenesulfonyloxyethyl)-8-chloro-5-quinolinesulfonamide was reacted with 30 ml of a tetrahydrofuran solution containing 3.41 g of 3,4-methylenedioxybenzylamine in a sealed vessel at 70° C. for 17 hours, and the solvent was removed by distillation under reduced pressure to obtain a residue. The thus obtained residue was subjected to purification by means of a column for chromatography packed with 200 g of silica gel (Wacogel C-200, manufactured by Wako Pure Chemical Industries...